Task: describe an organic reaction: reactants, conditions, products, and yield. Dataset: the Open Reaction Database (ORD), a public repository of structured organic reaction records Reactants: C1(CCCC1)CC(=O)O (cyclopentylacetic acid), CN[C@@H]1CCC=2N(C3=CC=CC=C3C2CC(=O)OCCC)C1 (propyl [(7R)-7-(methylamino)-6,7,8,9-tetrahydropyrido[1,2-a]indol-10-yl]acetate). Yields the product C1(CCCC1)CC(=O)N([C@@H]1CCC=2N(C3=CC=CC=C3C2CC(=O)O)C1)C ({(7R)-7-[(2-Cyclopentyl-acetyl)-methyl-amino]-6,7,8,9-tetrahydro-pyrido[1,2-a]indol-10-yl}-acetic acid). Reaction SMILES: [CH:1]1([CH2:6][C:7]([OH:9])=O)[CH2:5][CH2:4][CH2:3][CH2:2]1.[CH3:10][NH:11][C@H:12]1[CH2:31][N:16]2[C:17]3[C:22]([C:23]([CH2:24][C:25]([O:27]CCC)=[O:26])=[C:15]2[CH2:14][CH2:13]1)=[CH:21][CH:20]=[CH:19][CH:18]=3>>[CH:1]1([CH2:6][C:7]([N:11]([CH3:10])[C@H:12]2[CH2:31][N:16]3[C:17]4[C:22]([C:23]([CH2:24][C:25]([OH:27])=[O:26])=[C:15]3[CH2:14][CH2:13]2)=[CH:21][CH:20]=[CH:19][CH:18]=4)=[O:9])[CH2:2][CH2:3][CH2:4][CH2:5]1. Reported procedure: The title compound was prepared using analogous procedures described in Example 1 (Method A) from cyclopentylacetic acid and propyl [(7R)-7-(methylamino)-6,7,8,9-tetrahydropyrido[1,2-a]indol-10-yl]acetate. MS (+ESI) m/z: 369. The reactants are C(C1=CC(OC)=C(OC)C=C1)O (veratryl alcohol), OO (hydrogen peroxide). Yields the product C(C1=CC(OC)=C(OC)C=C1)=O (veratraldehyde). Reaction SMILES: [CH2:1]([OH:12])[C:2]1[CH:11]=[CH:10][C:7]([O:8][CH3:9])=[C:4]([O:5][CH3:6])[CH:3]=1.OO>>[CH:1](=[O:12])[C:2]1[CH:11]=[CH:10][C:7]([O:8][CH3:9])=[C:4]([O:5][CH3:6])[CH:3]=1. Procedure: With veratryl alcohol, if hydrogen peroxide is added to the above reaction medium, approximately 3 times less veratraldehyde is obtained. Starting materials: CC#N, Clc1cccnc1N1CCc2c(Cl)ncnc2C1, Nc1ccccc1. The product is Clc1cccnc1N1CCc2c(ncnc2Nc2ccccc2)C1. RXN SMILES: [CH3:26][C:27]#[N:28].[Cl:1][c:2]1[c:3]2[c:4]([n:5][cH:6][n:7]1)[CH2:8][N:9]([c:12]1[n:13][cH:14][cH:15][cH:16][c:17]1[Cl:18])[CH2:10][CH2:11]2.[NH2:19][c:20]1[cH:21][cH:22][cH:23][cH:24][cH:25]1>>[c:2]1([NH:19][c:20]2[cH:21][cH:22][cH:23][cH:24][cH:25]2)[c:3]2[c:4]([n:5][cH:6][n:7]1)[CH2:8][N:9]([c:12]1[n:13][cH:14][cH:15][cH:16][c:17]1[Cl:18])[CH2:10][CH2:11]2. Starting materials: CC(C)(C)c1ccc(B(O)O)cc1, Cc1cn2c(NCCNc3ccc([N+](=O)[O-])c(N)n3)nc(Cl)cc2n1. Product: Cc1cn2c(NCCNc3ccc([N+](=O)[O-])c(N)n3)nc(-c3ccc(C(C)(C)C)cc3)cc2n1. Reaction SMILES: [C:26]([CH3:27])([CH3:28])([CH3:29])[c:30]1[cH:31][cH:32][c:33]([B:36]([OH:37])[OH:38])[cH:34][cH:35]1.[Cl:1][c:2]1[cH:3][c:4]2[n:5]([c:6]([NH:8][CH2:9][CH2:10][NH:11][c:12]3[cH:13][cH:14][c:15]([N+:19](=[O:20])[O-:21])[c:16]([NH2:18])[n:17]3)[n:7]1)[cH:22][c:23]([CH3:25])[n:24]2>>[c:2]1(-[c:33]2[cH:32][cH:31][c:30]([C:26]([CH3:27])([CH3:28])[CH3:29])[cH:35][cH:34]2)[cH:3][c:4]2[n:5]([c:6]([NH:8][CH2:9][CH2:10][NH:11][c:12]3[cH:13][cH:14][c:15]([N+:19](=[O:20])[O-:21])[c:16]([NH2:18])[n:17]3)[n:7]1)[cH:22][c:23]([CH3:25])[n:24]2. Yield: 61.1%. Reactants: COC(=O)C1=NC=CC=C1Br (3-Bromo-pyridine-2-carboxylic acid methyl ester), [BH4-].[Na+] (NaBH4). Reaction conditions: temperature 0 celsius, time 3 hour. Product: BrC=1C(=NC=CC1)CO ((3-Bromo-pyridin-2-yl)-methanol). Run in CO (methanol). Procedure: 3-Bromo-pyridine-2-carboxylic acid methyl ester (12.8 g, 59.2 mmol) is dissolved in methanol (150 mL) and cooled to 0° C. To the mixture is added NaBH4 (11.2 g, 296 mmol) in 1.0 g portions. The mixture is warmed to room temperature and stirred for 3 h. The methanol is removed under reduced pressure, AcOEt is added and the solution is washed with saturated, aqueous ammonium chloride and brine. The organic portion is dried over MgSO4, filtered, and concentrated under reduced pressure to yield 6.8 ... Reaction SMILES: C[O:2][C:3]([C:5]1[C:10]([Br:11])=[CH:9][CH:8]=[CH:7][N:6]=1)=O.[BH4-].[Na+]>CO>[Br:11][C:10]1[C:5]([CH2:3][OH:2])=[N:6][CH:7]=[CH:8][CH:9]=1 |f:1.2|. Solvent: C(C)O (ethanol), C(C)O (ethanol). Reaction SMILES: [O:1]([CH:8]([P:13](=[O:16])([OH:15])[OH:14])[P:9](=[O:12])([OH:11])[OH:10])[C:2]1[CH:7]=[CH:6][CH:5]=[CH:4][CH:3]=1.FC(F)(F)C([O-])=O.[Ag+:24]>C(O)C>[O:1]([CH:8]([P:13](=[O:14])([O-:15])[O-:16])[P:9](=[O:10])([O-:11])[O-:12])[C:2]1[CH:3]=[CH:4][CH:5]=[CH:6][CH:7]=1.[Ag+:24].[Ag+:24].[Ag+:24].[Ag+:24] |f:1.2,4.5.6.7.8|. Reactants: O(C1=CC=CC=C1)C(P(O)(O)=O)P(O)(O)=O ((phenoxymethylene)-bisphosphonic acid), FC(C(=O)[O-])(F)F.[Ag+] (silver trifluoroacetate). Yield: 85.8%. Procedure details: A solution of (phenoxymethylene)-bisphosphonic acid (8.04 g) in absolute ethanol (50 ml) was added to a stirred solution of silver trifluoroacetate (33.15 g) in absolute ethanol (200 ml). The mixture was cooled in ice and filtered. Drying in vacuo gave tetrasilver (phenoxymethylene)-bisphosphonate as a beige powder (17.9 g) which was suspended in acetonitrile (360 ml) and treated with iodomethyl pivalate (31.1 g). After stirring for 30 minutes at room temperature, the mixture was filtered, and t... The product is O(C1=CC=CC=C1)C(P([O-])([O-])=O)P([O-])([O-])=O.[Ag+].[Ag+].[Ag+].[Ag+] (tetrasilver (phenoxymethylene)-bisphosphonate).